This data is from the Open Reaction Database (ORD), a public repository of structured organic reaction records. The task is: describe an organic reaction: reactants, conditions, products, and yield Reactants: C(C)(C)(C)OC(=O)CN1C(CN(CCCC2=C1C=CC=C2)C(=O)OCC2=CC=CC=C2)=O (1-tert-butyloxycarbonylmethyl-4-benzyloxycarbonyl-2-oxo-2,3,4,5,6,7-hexahydro-1H-1,4-benzodiazonine). Reagents/catalysts: [Pd] (palladium on charcoal). The solvent is CO (methanol). Reaction conditions: time 4 hour. The product is C(C)(C)(C)OC(=O)CN1C(CNCCCC2=C1C=CC=C2)=O (1-tert-Butyloxycarbonylmethyl-2-oxo-2,3,4,5,6,7-hexahydro-1H-1,4-benzodiazonine). RXN SMILES: [C:1]([O:5][C:6]([CH2:8][N:9]1[C:17]2[CH:18]=[CH:19][CH:20]=[CH:21][C:16]=2[CH2:15][CH2:14][CH2:13][N:12](C(OCC2C=CC=CC=2)=O)[CH2:11][C:10]1=[O:32])=[O:7])([CH3:4])([CH3:3])[CH3:2]>[Pd].CO>[C:1]([O:5][C:6]([CH2:8][N:9]1[C:17]2[CH:18]=[CH:19][CH:20]=[CH:21][C:16]=2[CH2:15][CH2:14][CH2:13][NH:12][CH2:11][C:10]1=[O:32])=[O:7])([CH3:4])([CH3:2])[CH3:3]. Procedure: A suspension of 1-tert-butyloxycarbonylmethyl-4-benzyloxycarbonyl-2-oxo-2,3,4,5,6,7-hexahydro-1H-1,4-benzodiazonine(1.52 g, 3.48 mmol), and 10% palladium on charcoal (0.2 g) in methanol (20 ml) was stirred under a hydrogen atmosphere for 4 hours. The reaction mixture was filtered through a pad of celite and the filtrate evaporated to give the crude product, which was purified by flash chromatography on silica gel with methanol-DCM(1:12) as eluant. (996 mg, 95%) Starting materials: O=C=Nc1ccc(Cl)c(C(F)(F)F)c1, [N-]=C=O, CC(C)(C)OC(=O)Nc1ccc(Oc2ccnc3ncc(=O)[nH]c23)cc1, O=C(O)C(F)(F)F. The product is O=C(Nc1ccc(Oc2ccnc3ncc(=O)[nH]c23)cc1)Nc1ccc(Cl)c(C(F)(F)F)c1. RXN SMILES: [Cl:30][c:31]1[c:32]([C:40]([F:41])([F:42])[F:43])[cH:33][c:34]([N:37]=[C:38]=[O:39])[cH:35][cH:36]1.[N-:1]=[C:2]=[O:3].[O:4]=[c:5]1[nH:6][c:7]2[c:8]([n:9][cH:10]1)[n:11][cH:12][cH:13][c:14]2[O:15][c:16]1[cH:17][cH:18][c:19]([NH:22][C:23]([O:24][C:25]([CH3:26])([CH3:27])[CH3:28])=[O:29])[cH:20][cH:21]1.[OH:44][C:45]([C:46]([F:47])([F:48])[F:49])=[O:50]>>[O:4]=[c:5]1[nH:6][c:7]2[c:8]([n:9][cH:10]1)[n:11][cH:12][cH:13][c:14]2[O:15][c:16]1[cH:17][cH:18][c:19]([NH:22][C:23](=[O:29])[NH:37][c:34]2[cH:33][c:32]([C:40]([F:41])([F:42])[F:43])[c:31]([Cl:30])[cH:36][cH:35]2)[cH:20][cH:21]1.